Dataset: the Open Reaction Database (ORD), a public repository of structured organic reaction records. Task: describe an organic reaction: reactants, conditions, products, and yield Reaction SMILES: [Na:1].[Na].[Na].[Na].[Na].[Na].[Na].[Na].[Na].[Na].[Na].[Na].[Na].[Na].[CH2:15]([C@@:22]1([O:38][C@H:37]([CH2:39][NH:40][C:41]([C@@H:43]([C@H:49]([C@@H:55]([C@@H:61]([CH2:67][O:68][S:69]([OH:72])(=[O:71])=[O:70])[O:62][S:63]([OH:66])(=[O:65])=[O:64])[O:56][S:57]([OH:60])(=[O:59])=[O:58])OS(O)(=O)=O)[O:44][S:45]([OH:48])(=[O:47])=[O:46])=[O:42])[C@@H:31]([O:32][S:33]([OH:36])(=[O:35])=[O:34])[C@H:25]([O:26][S:27]([OH:30])(=[O:29])=[O:28])[C@H:24]1[NH:73][C:74]([C:76]1[CH:81]=[CH:80][C:79]([C:82]2[CH:87]=[CH:86][C:85]([C:88]([NH:90][C@@H:91]3[C@@H:97]([O:98][S:99]([OH:102])(=[O:101])=[O:100])[C@H:96]([O:103][S:104]([OH:107])(=[O:106])=[O:105])[C@@H:95]([CH2:108][NH:109][C:110]([C@@H:112]([C@H:118]([C@@H:124]([C@@H:130]([CH2:136][O:137][S:138]([OH:141])(=[O:140])=[O:139])[O:131][S:132]([OH:135])(=[O:134])=[O:133])[O:125][S:126]([OH:129])(=[O:128])=[O:127])OS(O)(=O)=O)[O:113][S:114]([OH:117])(=[O:116])=[O:115])=[O:111])[O:94][C@:92]3([CH2:142][C:143]3[CH:148]=[CH:147][CH:146]=[CH:145][CH:144]=3)[OH:93])=[O:89])=[CH:84][CH:83]=2)=[CH:78][CH:77]=1)=[O:75])[OH:23])[C:16]1[CH:21]=[CH:20][CH:19]=[CH:18][CH:17]=1>[OH-].[Na+]>[Na:1].[Na:1].[Na:1].[Na:1].[Na:1].[Na:1].[Na:1].[Na:1].[Na:1].[Na:1].[Na:1].[Na:1].[CH2:15]([C@@:22]1([O:38][C@H:37]([CH2:39][NH:40][C:41](/[C:43](=[CH:49]/[C@@H:55]([C@@H:61]([CH2:67][O:68][S:69]([OH:72])(=[O:70])=[O:71])[O:62][S:63]([OH:66])(=[O:65])=[O:64])[O:56][S:57]([OH:60])(=[O:59])=[O:58])/[O:44][S:45]([OH:48])(=[O:47])=[O:46])=[O:42])[C@@H:31]([O:32][S:33]([OH:36])(=[O:34])=[O:35])[C@H:25]([O:26][S:27]([OH:30])(=[O:28])=[O:29])[C@H:24]1[NH:73][C:74]([C:76]1[CH:81]=[CH:80][C:79]([C:82]2[CH:83]=[CH:84][C:85]([C:88]([NH:90][C@@H:91]3[C@@H:97]([O:98][S:99]([OH:102])(=[O:101])=[O:100])[C@H:96]([O:103][S:104]([OH:107])(=[O:105])=[O:106])[C@@H:95]([CH2:108][NH:109][C:110](/[C:112](=[CH:118]/[C@@H:124]([C@@H:130]([CH2:136][O:137][S:138]([OH:141])(=[O:140])=[O:139])[O:131][S:132]([OH:135])(=[O:133])=[O:134])[O:125][S:126]([OH:129])(=[O:128])=[O:127])/[O:113][S:114]([OH:117])(=[O:115])=[O:116])=[O:111])[O:94][C@:92]3([CH2:142][C:143]3[CH:148]=[CH:147][CH:146]=[CH:145][CH:144]=3)[OH:93])=[O:89])=[CH:86][CH:87]=2)=[CH:78][CH:77]=1)=[O:75])[OH:23])[C:16]1[CH:21]=[CH:20][CH:19]=[CH:18][CH:17]=1 |f:0.1.2.3.4.5.6.7.8.9.10.11.12.13.14,15.16,17.18.19.20.21.22.23.24.25.26.27.28.29,^1:0,1,2,3,4,5,6,7,8,9,10,11,12,13,150,151,152,153,154,155,156,157,158,159,160,161|. Solvent: [OH-].[Na+] (sodium hydroxide). Reactants: [Na].[Na].[Na].[Na].[Na].[Na].[Na].[Na].[Na].[Na].[Na].[Na].[Na].[Na].C(C1=CC=CC=C1)[C@@]1(O)[C@@H]([C@@H](OS(=O)(=O)O)[C@H](OS(=O)(=O)O)[C@H](O1)CNC(=O)[C@H](OS(=O)(=O)O)[C@@H](OS(=O)(=O)O)[C@H](OS(=O)(=O)O)[C@H](OS(=O)(=O)O)COS(=O)(=O)O)NC(=O)C1=CC=C(C=C1)C1=CC=C(C=C1)C(=O)N[C@H]1[C@@](O)(O[C@@H]([C@H]([C@@H]1OS(=O)(=O)O)OS(=O)(=O)O)CNC(=O)[C@H](OS(=O)(=O)O)[C@@H](OS(=O)(=O)O)[C@H](OS(=O)(=O)O)[C@H](OS(=O)(=O)O)COS(=O)(=O)O)CC1=CC=CC=C1 (biphenyl-4,4'-dicarboxylic acid bis-[[benzyl 2,6-didesoxy-3,4-di-O-sulfo-6-(2,3,4,5,6-penta-O-sulfo-D-gluconoylamino)-α-D-glucopyranosid-2-yl]-amide] tetradecasodium salt). Product: [Na].[Na].[Na].[Na].[Na].[Na].[Na].[Na].[Na].[Na].[Na].[Na].C(C1=CC=CC=C1)[C@@]1(O)[C@@H]([C@@H](OS(=O)(=O)O)[C@H](OS(=O)(=O)O)[C@H](O1)CNC(=O)/C(/OS(=O)(=O)O)=C/[C@H](OS(=O)(=O)O)[C@H](OS(=O)(=O)O)COS(=O)(=O)O)NC(=O)C1=CC=C(C=C1)C1=CC=C(C=C1)C(=O)N[C@H]1[C@@](O)(O[C@@H]([C@H]([C@@H]1OS(=O)(=O)O)OS(=O)(=O)O)CNC(=O)/C(/OS(=O)(=O)O)=C/[C@H](OS(=O)(=O)O)[C@H](OS(=O)(=O)O)COS(=O)(=O)O)CC1=CC=CC=C1 (biphenyl-4,4'-dicarboxylic acid bis-[[(Z)-benzyl 2,6-didesoxy-3,4-di-O-sulfo-6-(3-desoxy-2,4,5,6-tetra-O-sulfo-D-erythro-hex-2-enonoylamino)-α-D-glucopyranosid-2-yl]-amide] dodecasodium salt). Procedure: A solution of 200 mg of biphenyl-4,4'-dicarboxylic acid bis-[[benzyl 2,6-didesoxy-3,4-di-O-sulfo-6-(2,3,4,5,6-penta-O-sulfo-D-gluconoylamino)-α-D-glucopyranosid-2-yl]-amide] tetradecasodium salt (see Ex. 14.F.) in 12 ml of 2N sodium hydroxide was left at room temperature for 8 hours, neutralized with acidic ion exchanger (Amberlite IR 120 H+) and concentrated. The residue was chromatographed over Sephadex C25 Na+) with water and gave biphenyl-4,4'-dicarboxylic acid bis-[[(Z)-benzyl 2,6-didesoxy-... Starting materials: ClC1=NC=NC2=CC(=C(C=C12)OC)OCCCN1CCCCC1 (4-chloro-6-methoxy-7-(3-piperidinopropoxy)quinazoline), [OH-].[Na+] (sodium hydroxide), C([O-])([O-])=O.[K+].[K+] (potassium carbonate), OC1=CC=C2C=CC=NC2=C1 (7-hydroxyquinoline). The solvent is CN(C)C=O (DMF). Run at temperature 100 celsius, time 4 hour. Yields the product COC=1C=C2C(=NC=NC2=CC1OCCCN1CCCCC1)OC1=CC=C2C=CC=NC2=C1 (6-methoxy-7-(3-piperidinopropoxy)-4-(quinolin-7-yloxy)quinazoline). Yield: 51.0%. Reaction SMILES: Cl[C:2]1[C:11]2[C:6](=[CH:7][C:8]([O:14][CH2:15][CH2:16][CH2:17][N:18]3[CH2:23][CH2:22][CH2:21][CH2:20][CH2:19]3)=[C:9]([O:12][CH3:13])[CH:10]=2)[N:5]=[CH:4][N:3]=1.C(=O)([O-])[O-].[K+].[K+].[OH:30][C:31]1[CH:40]=[C:39]2[C:34]([CH:35]=[CH:36][CH:37]=[N:38]2)=[CH:33][CH:32]=1.[OH-].[Na+]>CN(C=O)C>[CH3:13][O:12][C:9]1[CH:10]=[C:11]2[C:6](=[CH:7][C:8]=1[O:14][CH2:15][CH2:16][CH2:17][N:18]1[CH2:23][CH2:22][CH2:21][CH2:20][CH2:19]1)[N:5]=[CH:4][N:3]=[C:2]2[O:30][C:31]1[CH:40]=[C:39]2[C:34]([CH:35]=[CH:36][CH:37]=[N:38]2)=[CH:33][CH:32]=1 |f:1.2.3,5.6|. Procedure details: A mixture of 4-chloro-6-methoxy-7-(3-piperidinopropoxy)quinazoline (400 mg, 1.19 mmol), (prepared as described for the starting material in Example 67), potassium carbonate (255 mg, 1.84 mmol) and 7-hydroxyquinoline (180 mg, 1.32 mmol) in DMF (10 ml) was stirred at 100° C. for 4 hours and then allowed to cool to ambient temperature. The resulting mixture was treated with 1.0 N aqueous sodium hydroxide solution (30 ml) and allowed to stir for 1 hour. The crude solid was collected by filtration an... The reactants are CCOC(=O)Cn1nc(-c2ccc(OC)cc2)n(CC)c1=O, CO, Cl, [K+], [OH-]. Product: CCn1c(-c2ccc(OC)cc2)nn(CC(=O)O)c1=O. As a reaction SMILES: [CH2:1]([CH3:2])[n:3]1[c:4](-[c:15]2[cH:16][cH:17][c:18]([O:21][CH3:22])[cH:19][cH:20]2)[n:5][n:6]([CH2:9][C:10](=[O:11])[O:12][CH2:13][CH3:14])[c:7]1=[O:8].[CH3:26][OH:27].[ClH:25].[K+:24].[OH-:23]>>[CH2:1]([CH3:2])[n:3]1[c:4](-[c:15]2[cH:16][cH:17][c:18]([O:21][CH3:22])[cH:19][cH:20]2)[n:5][n:6]([CH2:9][C:10](=[O:11])[OH:12])[c:7]1=[O:8]. Reactants: CON(C(C(F)(F)F)=O)C (N-methoxy-N-methyltrifluoracetamide), C(C)OC(C)N1C=NC(=C1C1=CC=C(C=C1)SC)C1=CC=C(C=C1)F (1-(1-Ethoxyethyl)-4-(4-fluorophenyl)-5-[4-(methyl-thio)phenyl]-1H-imidazole), CN(C)CCN(C)C (TMEDA), C(CCC)[Li] (n-butyllithium). The solvent is C(C)OCC (diethyl ether), C1CCOC1 (THF), C1CCOC1 (THF), hexanes. Run at temperature 25 celsius, time 15 minute. Product: C(C)OC(C)N1C(=NC(=C1C1=CC=C(C=C1)SC)C1=CC=C(C=C1)F)C(C(F)(F)F)=O (1-[1-(1-ethoxyethyl)-4-(4-fluorophenyl)-5-[4-(methylthio)phenyl]-1H-imidazol-2-yl]-2,2,2-trifluoroethanone). As a reaction SMILES: [CH2:1]([O:3][CH:4]([N:6]1[C:10]([C:11]2[CH:16]=[CH:15][C:14]([S:17][CH3:18])=[CH:13][CH:12]=2)=[C:9]([C:19]2[CH:24]=[CH:23][C:22]([F:25])=[CH:21][CH:20]=2)[N:8]=[CH:7]1)[CH3:5])[CH3:2].CN(CCN(C)C)C.C([Li])CCC.CON(C)[C:42](=[O:47])[C:43]([F:46])([F:45])[F:44]>C1COCC1.C(OCC)C>[CH2:1]([O:3][CH:4]([N:6]1[C:10]([C:11]2[CH:16]=[CH:15][C:14]([S:17][CH3:18])=[CH:13][CH:12]=2)=[C:9]([C:19]2[CH:20]=[CH:21][C:22]([F:25])=[CH:23][CH:24]=2)[N:8]=[C:7]1[C:42](=[O:47])[C:43]([F:46])([F:45])[F:44])[CH3:5])[CH3:2]. Procedure details: To a solution of 1-(1-Ethoxyethyl)-4-(4-fluorophenyl)-5-[4-(methyl-thio)phenyl]-1H-imidazole (Example 83 Step 1) (403.8 mg; 1.04 mmol) and TMEDA (582.7 mg; 5.01 mmol) in 6 ml of THF at −78° C. was added 1.23 ml of 2.5 M n-butyllithium in hexanes. After stirring for 15 minutes, a solution of N-methoxy-N-methyltrifluoracetamide, (167 mg; 1.41 mmol) in 1 ml of THF was added. The solution was warmed to 25° C. over one hour. The reaction was diluted with diethyl ether and washed with a saturated, aqu...